This data is from the Open Reaction Database (ORD), a public repository of structured organic reaction records. The task is: describe an organic reaction: reactants, conditions, products, and yield Reactants: CC1C=CC2=CC(C(C)(C)C)CC(O)C2C1(CCC1CC(C(C)(C)C)C(O[SiH](C)C)C(=O)O1)O[SiH](C)C, CCC(CC)(OC)C(=O)O. Yields the product CCC(CC)(OC)C(=O)OC1CC(C(C)(C)C)C=C2C=CC(C)C(CCC3CC(C(C)(C)C)C(O[SiH](C)C)C(=O)O3)(O[SiH](C)C)C21. As a reaction SMILES: [C:11]([CH3:12])([CH3:13])([CH3:14])[CH:15]1[CH:16]=[C:17]2[CH:18]=[CH:19][CH:20]([CH3:47])[C:21]([CH2:26][CH2:27][CH:28]3[CH2:29][CH:30]([C:39]([CH3:40])([CH3:41])[CH3:42])[CH:31]([O:35][SiH:36]([CH3:37])[CH3:38])[C:32](=[O:34])[O:33]3)([O:43][SiH:44]([CH3:45])[CH3:46])[CH:22]2[CH:23]([OH:25])[CH2:24]1.[CH2:1]([CH3:2])[C:3]([C:4](=[O:5])[OH:6])([CH2:7][CH3:8])[O:9][CH3:10]>>[CH2:1]([CH3:2])[C:3]([C:4]([O:5][CH:23]1[CH:22]2[C:17](=[CH:16][CH:15]([C:11]([CH3:12])([CH3:13])[CH3:14])[CH2:24]1)[CH:18]=[CH:19][CH:20]([CH3:47])[C:21]2([CH2:26][CH2:27][CH:28]1[CH2:29][CH:30]([C:39]([CH3:40])([CH3:41])[CH3:42])[CH:31]([O:35][SiH:36]([CH3:37])[CH3:38])[C:32](=[O:34])[O:33]1)[O:43][SiH:44]([CH3:45])[CH3:46])=[O:6])([CH2:7][CH3:8])[O:9][CH3:10]. The reactants are OC1=C(C(=O)OC2=CC=CC=C2)C=C(C(=C1)OC)OC (phenyl 2-hydroxy-4,5-dimethoxybenzoate), NC=1SC=C(N1)C(=O)OC (methyl 2-amino-1,3-thiazole-4-carboxylate), CO (methanol). Solvent: C=1(C(=CC=CC1)C)C (xylene). Conditions: temperature 140 celsius, time 1 hour. Product: COC(=O)C=1N=C(SC1)NC(C1=C(C=C(C(=C1)OC)OC)O)=O (2-[(2-hydroxy-4,5-dimethoxybenzoyl)amino]-1,3-thiazole-4-carboxylic acid methyl ester). Yield: 55.2%. Reaction SMILES: [OH:1][C:2]1[CH:16]=[C:15]([O:17][CH3:18])[C:14]([O:19][CH3:20])=[CH:13][C:3]=1[C:4]([O:6]C1C=CC=CC=1)=O.[NH2:21][C:22]1[S:23][CH:24]=[C:25]([C:27]([O:29][CH3:30])=[O:28])[N:26]=1.CO>C1(C)C(C)=CC=CC=1>[CH3:30][O:29][C:27]([C:25]1[N:26]=[C:22]([NH:21][C:4](=[O:6])[C:3]2[CH:13]=[C:14]([O:19][CH3:20])[C:15]([O:17][CH3:18])=[CH:16][C:2]=2[OH:1])[S:23][CH:24]=1)=[O:28]. Reported procedure: In 250 mg of xylene were suspended 250 mg of phenyl 2-hydroxy-4,5-dimethoxybenzoate (3a) and 144 mg of methyl 2-amino-1,3-thiazole-4-carboxylate (4a) in a stream of argon, which was then heated to reflux (at 140° C.) for 7 hours. The reaction was not completed. After cooling, methanol was added, followed by stirring for one hour. The precipitated crystal was collected by filtration and dried under reduced pressure at 60° C. to provide 170 mg of the same compound (5a) as that of Example 4 at a yi... Starting materials: CCN(CC(C)O)C(C)=O, CCNCC(C)O, CCN(CC(C)Cl)C(C)=O, Cc1cccc(C)c1N, Cl, [K+], N, [OH-]. The product is CCNCC(C)Nc1c(C)cccc1C. Reaction SMILES: [CH2:10]([N:11]([CH2:12][CH:13]([OH:14])[CH3:15])[C:16](=[O:17])[CH3:18])[CH3:19].[CH2:1]([CH3:2])[NH:3][CH2:4][CH:5]([CH3:6])[OH:7].[CH2:20]([N:21]([CH2:22][CH:23]([Cl:24])[CH3:25])[C:26](=[O:27])[CH3:28])[CH3:29].[CH3:30][c:31]1[c:32]([NH2:33])[c:34]([CH3:38])[cH:35][cH:36][cH:37]1.[ClH:40].[K+:9].[NH3:39].[OH-:8]>>[CH2:1]([CH3:2])[NH:3][CH2:4][CH:5]([CH3:6])[NH:33][c:32]1[c:31]([CH3:30])[cH:37][cH:36][cH:35][c:34]1[CH3:38]. Starting materials: CN=C(N)Nc1nc(CCl)cs1, Cl, Cl, Cl, NCCS. Yields the product CN=C(N)Nc1nc(CSCCN)cs1. As a reaction SMILES: [CH3:7][N:8]=[C:9]([NH:10][c:11]1[s:12][cH:13][c:14]([CH2:16][Cl:17])[n:15]1)[NH2:18].[ClH:19].[ClH:1].[ClH:6].[NH2:2][CH2:3][CH2:4][SH:5]>>[NH2:2][CH2:3][CH2:4][S:5][CH2:16][c:14]1[cH:13][s:12][c:11]([NH:10][C:9](=[N:8][CH3:7])[NH2:18])[n:15]1. The reactants are CCOCC, Clc1ccc(C2=NNCC2c2ccccc2)cc1, O=C=Nc1ccc(OC(F)(F)C(F)F)cc1. The product is O=C(Nc1ccc(OC(F)(F)C(F)F)cc1)N1CC(c2ccccc2)C(c2ccc(Cl)cc2)=N1. As a reaction SMILES: [CH3:35][CH2:36][O:37][CH2:38][CH3:39].[Cl:17][c:18]1[cH:19][cH:20][c:21]([C:24]2=[N:25][NH:26][CH2:27][CH:28]2[c:29]2[cH:30][cH:31][cH:32][cH:33][cH:34]2)[cH:22][cH:23]1.[F:1][C:2]([CH:3]([F:4])[F:5])([O:6][c:7]1[cH:8][cH:9][c:10]([N:13]=[C:14]=[O:15])[cH:11][cH:12]1)[F:16]>>[F:1][C:2]([CH:3]([F:4])[F:5])([O:6][c:7]1[cH:8][cH:9][c:10]([NH:13][C:14](=[O:15])[N:26]2[N:25]=[C:24]([c:21]3[cH:20][cH:19][c:18]([Cl:17])[cH:23][cH:22]3)[CH:28]([c:29]3[cH:30][cH:31][cH:32][cH:33][cH:34]3)[CH2:27]2)[cH:11][cH:12]1)[F:16].